From a dataset of the Open Reaction Database (ORD), a public repository of structured organic reaction records. describe an organic reaction: reactants, conditions, products, and yield The reactants are C(C)(=O)OCC (ethyl acetate), C([O-])([O-])=O.[K+].[K+] (potassium carbonate), CI (methyl iodide), FC1=C(C=CC(=C1)F)C(CNS(=O)(=O)C=1C2=C(SC1)C(CCC2)=O)O (7-oxo-4,5,6,7-tetrahydro-benzo[b]thiophene-3-sulfonic acid[2-(2,4-difluorophenyl)-2-hydroxy-ethyl]-amide). Solvent: CN(C=O)C (N,N-dimethylformamide). Conditions: time 1 hour. Yields the product FC1=C(C=CC(=C1)F)C(CN(S(=O)(=O)C=1C2=C(SC1)C(CCC2)=O)C)O (7-Oxo-4,5,6,7-tetrahydro-benzo[b]thiophene-3-sulfonic acid [2-(2,4-difluorophenyl)-2-hydroxy-ethyl]-methyl-amide). RXN SMILES: [F:1][C:2]1[CH:7]=[C:6]([F:8])[CH:5]=[CH:4][C:3]=1[CH:9]([OH:25])[CH2:10][NH:11][S:12]([C:15]1[C:16]2[CH2:23][CH2:22][CH2:21][C:20](=[O:24])[C:17]=2[S:18][CH:19]=1)(=[O:14])=[O:13].[C:26](=O)([O-])[O-].[K+].[K+].CI.C(OCC)(=O)C>CN(C)C=O>[F:1][C:2]1[CH:7]=[C:6]([F:8])[CH:5]=[CH:4][C:3]=1[CH:9]([OH:25])[CH2:10][N:11]([CH3:26])[S:12]([C:15]1[C:16]2[CH2:23][CH2:22][CH2:21][C:20](=[O:24])[C:17]=2[S:18][CH:19]=1)(=[O:14])=[O:13] |f:1.2.3|. Reported procedure: To a solution of 7-oxo-4,5,6,7-tetrahydro-benzo[b]thiophene-3-sulfonic acid[2-(2,4-difluorophenyl)-2-hydroxy-ethyl]-amide (the compound of Preparation Example 51) (197 mg) in N,N-dimethylformamide (3 mL) was added potassium carbonate (140 mg) and methyl iodide (0.1 mL). After stirring at room temperature for 1 hour, ethyl acetate was added, and the precipitate was removed by filtration. The solvent was evaporated at reduced pressure. Purification was carried out by silica gel column chromatograp... The reactants are S(O)(O)(=O)=O (sulfuric acid), ClC1(C(C1(C)C)(Cl)Cl)C(=O)OC (Methyl 1,2,2-trichloro-3,3-dimethylcyclopropanecarboxylate), O (water). The solvent is C(=O)O (formic acid). Product: ClC1(C(C1(C)C)(Cl)Cl)C(=O)O (1,2,2-trichloro-3,3-dimethylcyclopropanecarboxylic acid). The yield is 36.2%. RXN SMILES: [Cl:1][C:2]1([C:9]([O:11]C)=[O:10])[C:4]([CH3:6])([CH3:5])[C:3]1([Cl:8])[Cl:7].S(=O)(=O)(O)O.O>C(O)=O>[Cl:1][C:2]1([C:9]([OH:11])=[O:10])[C:4]([CH3:6])([CH3:5])[C:3]1([Cl:8])[Cl:7]. Procedure: Methyl 1,2,2-trichloro-3,3-dimethylcyclopropanecarboxylate (10 g) was dissolved in formic acid (20 ml), and concentrated sulfuric acid (0.1 g) was added. The mixture was gently heated under reflux for 12 hours. After cooling, water (60 ml) was added to the reaction mixture. The precipitated crystals were collected by filtration, and recrystallized from hexane to give the desired 1,2,2-trichloro-3,3-dimethylcyclopropanecarboxylic acid (3.4 g) represented by the following formula. mp. 148°-150° C.... The reactants are C([O-])(O)=O.[Na+] (sodium bicarbonate), C(C1=CC=CC=C1)Br (benzyl bromide), O=C1C(CNC2=C(N1)C=CC=C2)NC(=O)OC(C)(C)C (2-Oxo-3-tert-butoxycarbonylamino-1,3,4,5-tetrahydro-2H-1,5-benzodiazepine). The solvent is CO (methanol). Reaction conditions: time 8 hour. Yields the product O=C1C(CN(C2=C(N1)C=CC=C2)CC2=CC=CC=C2)NC(=O)OC(C)(C)C (2-oxo-3-tert-butoxycarbonylamino-5-benzyl-1,3,4,5-tetrahydro-2H-1,5-benzodiazepine). The yield is 88.9%. RXN SMILES: [O:1]=[C:2]1[NH:8][C:7]2[CH:9]=[CH:10][CH:11]=[CH:12][C:6]=2[NH:5][CH2:4][CH:3]1[NH:13][C:14]([O:16][C:17]([CH3:20])([CH3:19])[CH3:18])=[O:15].C(=O)(O)[O-].[Na+].[CH2:26](Br)[C:27]1[CH:32]=[CH:31][CH:30]=[CH:29][CH:28]=1>CO>[O:1]=[C:2]1[NH:8][C:7]2[CH:9]=[CH:10][CH:11]=[CH:12][C:6]=2[N:5]([CH2:26][C:27]2[CH:32]=[CH:31][CH:30]=[CH:29][CH:28]=2)[CH2:4][CH:3]1[NH:13][C:14]([O:16][C:17]([CH3:20])([CH3:19])[CH3:18])=[O:15] |f:1.2|. Procedure: 2-Oxo-3-tert-butoxycarbonylamino-1,3,4,5-tetrahydro-2H-1,5-benzodiazepine (832 mg) was dissolved in methanol (20 ml), sodium bicarbonate (445 mg) and benzyl bromide (906 mg) were added, the mixture was stirred overnight. The reaction mixture was concentrated under reduced pressure, the residue, after addition of water, was extracted with chloroform. The organic layer was dried over anhydrous sodium sulfate, the solvent was concentrated under reduced pressure, the crystals were washed with isopro... The reactants are C(C)OC(=O)C1=CC2=C(S1)C=CC=C2N2CCN(CC2)CC2=CC=CC=C2 (ethyl-4-[4-(phenylmethyl)-1-piperazinyl]-benzo[b]thiophene-2-carboxylate), ClC(=O)OC(C)Cl (1-chloroethyl chloroformate). The solvent is ClCCCl (1,2-dichloroethane). Conditions: time 30 minute. Yields the product Cl.N1(CCNCC1)C1=CC=CC=2SC(=CC21)C(=O)OCC (ethyl 4-(1-piperazinyl)-benzo[b]thiophene-2-carboxylate monohydrochloride). The yield is 66.3%. Reaction SMILES: [CH2:1]([O:3][C:4]([C:6]1[S:10][C:9]2[CH:11]=[CH:12][CH:13]=[C:14]([N:15]3[CH2:20][CH2:19][N:18](CC4C=CC=CC=4)[CH2:17][CH2:16]3)[C:8]=2[CH:7]=1)=[O:5])[CH3:2].[Cl:28]C(OC(Cl)C)=O>ClCCCl>[ClH:28].[N:15]1([C:14]2[C:8]3[CH:7]=[C:6]([C:4]([O:3][CH2:1][CH3:2])=[O:5])[S:10][C:9]=3[CH:11]=[CH:12][CH:13]=2)[CH2:20][CH2:19][NH:18][CH2:17][CH2:16]1 |f:3.4|. Procedure details: Dissolve ethyl-4-[4-(phenylmethyl)-1-piperazinyl]-benzo[b]thiophene-2-carboxylate (2.00 g, 5.26 mmol, prepared in example 1) in 1,2-dichloroethane (40 mL) under an atmosphere of nitrogen and cool the solution with an ice bath. Add 1-chloroethyl chloroformate (1.40 mL, 13.1 mmol) and warm the reaction to room temperature (20° C.). Stir for 30 minutes and then heat the reaction to reflux for 4.5 hours. After cooling, concentrate under vacuum, add ethanol (40 mL) to the residue, reflux for 1.5 hour... Starting materials: ClC=1C=C(C=CC1)[C@@H]1[C@H](N(C(CC1)=O)[C@H](C(=O)OC(C)(C)C)CC)C1=CC=C(C=C1)Cl ((S)-tert-butyl 2-((2S,3R)-3-(3-chlorophenyl)-2-(4-chlorophenyl)-6-oxopiperidin-1-yl)butanoate), IC (iodomethane), C[Si](C)(C)[N-][Si](C)(C)C.[Li+] (lithium bis(trimethylsilyl)amide), solution. Solvent: C1CCOC1 (THF), C1CCOC1 (THF). Product: ClC=1C=C(C=CC1)[C@@H]1[C@H](N(C(C(C1)C)=O)[C@H](C(=O)OC(C)(C)C)CC)C1=CC=C(C=C1)Cl ((2S)-tert-butyl 2-((2S,3R)-3-(3-chlorophenyl)-2-(4-chlorophenyl)-5-methyl-6-oxopiperidin-1-yl)butanoate). As a reaction SMILES: [Cl:1][C:2]1[CH:3]=[C:4]([C@H:8]2[CH2:13][CH2:12][C:11](=[O:14])[N:10]([C@@H:15]([CH2:23][CH3:24])[C:16]([O:18][C:19]([CH3:22])([CH3:21])[CH3:20])=[O:17])[C@@H:9]2[C:25]2[CH:30]=[CH:29][C:28]([Cl:31])=[CH:27][CH:26]=2)[CH:5]=[CH:6][CH:7]=1.IC.[CH3:34][Si]([N-][Si](C)(C)C)(C)C.[Li+]>C1COCC1>[Cl:1][C:2]1[CH:3]=[C:4]([C@H:8]2[CH2:13][CH:12]([CH3:34])[C:11](=[O:14])[N:10]([C@@H:15]([CH2:23][CH3:24])[C:16]([O:18][C:19]([CH3:22])([CH3:21])[CH3:20])=[O:17])[C@@H:9]2[C:25]2[CH:26]=[CH:27][C:28]([Cl:31])=[CH:29][CH:30]=2)[CH:5]=[CH:6][CH:7]=1 |f:2.3|. Procedure: To a solution of 11.2 g (24.2 mmol) of (S)-tert-butyl 2-((2S,3R)-3-(3-chlorophenyl)-2-(4-chlorophenyl)-6-oxopiperidin-1-yl)butanoate (Example 66, Step A) and iodomethane (1.813 mL, 29.1 mmol) in THF (120.0 mL) was added a lithium bis(trimethylsilyl)amide, (1M solution in THF; 26.6 mL, 26.6 mmol) at −78° C. The reaction was allowed to warm to R.T., then was quenched (sat. aqueous NH4Cl) and extracted (2×EtOAc). The combined organic layers were washed with water and sat. aq. NaCl solution, dried o...